From a dataset of the Open Reaction Database (ORD), a public repository of structured organic reaction records. describe an organic reaction: reactants, conditions, products, and yield Reactants: CC(C)(C)NS(=O)(=O)c1ccccc1B(O)O, CCOC(C)=O, COC(=O)C(Cc1ccc(Br)cc1)NC(=O)c1c(Cl)cccc1Cl, COCCOC, [K+], [K+], O=C([O-])[O-], O, c1ccc(P(c2ccccc2)(c2ccccc2)[Pd](P(c2ccccc2)(c2ccccc2)c2ccccc2)(P(c2ccccc2)(c2ccccc2)c2ccccc2)P(c2ccccc2)(c2ccccc2)c2ccccc2)cc1. Yields the product COC(=O)C(Cc1ccc(-c2ccccc2S(=O)(=O)NC(C)(C)C)cc1)NC(=O)c1c(Cl)cccc1Cl. As a reaction SMILES: [C:1]([CH3:2])([CH3:3])([CH3:4])[NH:5][S:6](=[O:7])(=[O:8])[c:9]1[c:10]([B:15]([OH:16])[OH:17])[cH:11][cH:12][cH:13][cH:14]1.[CH3:132][CH2:133][O:134][C:135]([CH3:136])=[O:137].[CH3:24][O:25][C:26]([CH:27]([NH:28][C:29]([c:30]1[c:31]([Cl:37])[cH:32][cH:33][cH:34][c:35]1[Cl:36])=[O:38])[CH2:39][c:40]1[cH:41][cH:42][c:43]([Br:46])[cH:44][cH:45]1)=[O:47].[CH3:48][O:49][CH2:50][CH2:51][O:52][CH3:53].[K+:18].[K+:19].[O-:20][C:21]([O-:22])=[O:23].[OH2:131].[cH:54]1[cH:55][cH:56][c:57]([P:58]([Pd:59]([P:60]([c:61]2[cH:62][cH:63][cH:64][cH:65][cH:66]2)([c:67]2[cH:68][cH:69][cH:70][cH:71][cH:72]2)[c:73]2[cH:74][cH:75][cH:76][cH:77][cH:78]2)([P:79]([c:80]2[cH:81][cH:82][cH:83][cH:84][cH:85]2)([c:86]2[cH:87][cH:88][cH:89][cH:90][cH:91]2)[c:92]2[cH:93][cH:94][cH:95][cH:96][cH:97]2)[P:98]([c:99]2[cH:100][cH:101][cH:102][cH:103][cH:104]2)([c:105]2[cH:106][cH:107][cH:108][cH:109][cH:110]2)[c:111]2[cH:112][cH:113][cH:114][cH:115][cH:116]2)([c:117]2[cH:118][cH:119][cH:120][cH:121][cH:122]2)[c:123]2[cH:124][cH:125][cH:126][cH:127][cH:128]2)[cH:129][cH:130]1>>[C:1]([CH3:2])([CH3:3])([CH3:4])[NH:5][S:6](=[O:7])(=[O:8])[c:9]1[c:10](-[c:43]2[cH:42][cH:41][c:40]([CH2:39][CH:27]([C:26]([O:25][CH3:24])=[O:47])[NH:28][C:29]([c:30]3[c:31]([Cl:37])[cH:32][cH:33][cH:34][c:35]3[Cl:36])=[O:38])[cH:45][cH:44]2)[cH:11][cH:12][cH:13][cH:14]1. RXN SMILES: [CH2:32]([OH:33])[CH3:34].[CH3:11][C:12]1([CH3:13])[C:14]([CH3:15])([CH3:16])[O:17][B:18]([c:19]2[cH:20][cH:21][cH:22][cH:23][cH:24]2)[O:25]1.[CH3:42][CH2:43][O:44][C:45](=[O:46])[CH3:47].[Cl:1][c:2]1[c:3]([C:9]#[N:10])[n:4][cH:5][c:6]([Cl:8])[cH:7]1.[Na+:26].[Na+:27].[O-:28][C:29](=[O:30])[O-:31].[OH2:48].[c:35]1([CH3:36])[cH:37][cH:38][cH:39][cH:40][cH:41]1>>[Cl:1][c:2]1[c:3]([C:9]#[N:10])[n:4][cH:5][c:6](-[c:19]2[cH:20][cH:21][cH:22][cH:23][cH:24]2)[cH:7]1. Yields the product N#Cc1ncc(-c2ccccc2)cc1Cl. Starting materials: CCO, CC1(C)OB(c2ccccc2)OC1(C)C, CCOC(C)=O, N#Cc1ncc(Cl)cc1Cl, [Na+], [Na+], O=C([O-])[O-], O, Cc1ccccc1. Starting materials: CC1=CC=C(C=C1)S(=O)(=O)OCC1OC2=C(C1)C=CC=C2Br ((±)-(7-bromo-2,3-dihydro-1-benzofuran-2-yl)methyl 4-methylbenzenesulfonate), COC1=C(C=C(C=C1)OC)B(O)O ((2,5-dimethoxyphenyl)boronic acid), Intermediate 184. Yields the product CC1=CC=C(C=C1)S(=O)(=O)OCC1OC2=C(C1)C=CC=C2C2=C(C=CC(=C2)OC)OC ((±)-[7-(2,5-dimethoxyphenyl)-2,3-dihydro-1-benzofuran-2-yl]methyl 4-methylbenzenesulfonate). The yield is 50.6%. Reaction SMILES: [CH3:1][C:2]1[CH:7]=[CH:6][C:5]([S:8]([O:11][CH2:12][CH:13]2[CH2:17][C:16]3[CH:18]=[CH:19][CH:20]=[C:21](Br)[C:15]=3[O:14]2)(=[O:10])=[O:9])=[CH:4][CH:3]=1.[CH3:23][O:24][C:25]1[CH:30]=[CH:29][C:28]([O:31][CH3:32])=[CH:27][C:26]=1B(O)O>>[CH3:1][C:2]1[CH:7]=[CH:6][C:5]([S:8]([O:11][CH2:12][CH:13]2[CH2:17][C:16]3[CH:18]=[CH:19][CH:20]=[C:21]([C:29]4[CH:30]=[C:25]([O:24][CH3:23])[CH:26]=[CH:27][C:28]=4[O:31][CH3:32])[C:15]=3[O:14]2)(=[O:10])=[O:9])=[CH:4][CH:3]=1. Procedure: Treatment of (±)-(7-bromo-2,3-dihydro-1-benzofuran-2-yl)methyl 4-methylbenzenesulfonate (0.50 g, 1.305 mmol) with (2,5-dimethoxyphenyl)boronic acid (0.356 g, 1.96 mmol) generally according to the procedure described for Intermediate 184 provided 0.291 g (51%) of (±)-[7-(2,5-dimethoxyphenyl)-2,3-dihydro-1-benzofuran-2-yl]methyl 4-methylbenzenesulfonate as a white solid. Rf=0.43 (silica, ethyl acetate:hexanes 1:4). Starting materials: ClC1=C(C(=O)NCC2(CCCCCC2)O)C=C(C=C1)C1=NNC(=C1)C (2-chloro-N-(1-hydroxy-cycloheptylmethyl)-5-(5-methyl-1H-pyrazol-3-yl)-benzamide), C([O-])([O-])=O.[Cs+].[Cs+] (cesium carbonate), BrC(C)O (Bromoethanol). The solvent is CS(=O)C (dimethylsulfoxide). Conditions: time 10 minute. Product: ClC1=C(C(=O)NCC2(CCCCCC2)O)C=C(C=C1)C1=NN(C(=C1)C)CCO (2-Chloro-N-(1-hydroxy-cycloheptylmethyl)-5-[1-(2-hydroxy-ethyl)-5-methyl-1H-pyrazol-3-yl]-benzamide). Yield: 58.9%. Reaction SMILES: [Cl:1][C:2]1[CH:19]=[CH:18][C:17]([C:20]2[CH:24]=[C:23]([CH3:25])[NH:22][N:21]=2)=[CH:16][C:3]=1[C:4]([NH:6][CH2:7][C:8]1([OH:15])[CH2:14][CH2:13][CH2:12][CH2:11][CH2:10][CH2:9]1)=[O:5].C(=O)([O-])[O-].[Cs+].[Cs+].Br[CH:33]([OH:35])[CH3:34]>CS(C)=O>[Cl:1][C:2]1[CH:19]=[CH:18][C:17]([C:20]2[CH:24]=[C:23]([CH3:25])[N:22]([CH2:34][CH2:33][OH:35])[N:21]=2)=[CH:16][C:3]=1[C:4]([NH:6][CH2:7][C:8]1([OH:15])[CH2:14][CH2:13][CH2:12][CH2:11][CH2:10][CH2:9]1)=[O:5] |f:1.2.3|. Procedure details: A mixture of 2-chloro-N-(1-hydroxy-cycloheptylmethyl)-5-(5-methyl-1H-pyrazol-3-yl)-benzamide (5.0 g, 13.8 mmol) and cesium carbonate (9.0 g, 27.7 mmol) in dimethylsulfoxide (50 mL) was stirred at room temperature for 10 minutes. Bromoethanol (1.9 g, 15.2 mmol) was added and the resulting mixture was stirred at 80° C. for 12 h. The mixture was cooled to room temperature and filtered. The filtrate was diluted with ethyl acetate (300 mL), washed with water and brine, dried, filtered and concentrate... Starting materials: CC(=O)O, CN1CCN(c2ccc([N+](=O)[O-])c(Cl)c2)CC1, [Fe], C1CCOC1. The product is CN1CCN(c2ccc(N)c(Cl)c2)CC1. As a reaction SMILES: [CH3:18][C:19](=[O:20])[OH:21].[Cl:1][c:2]1[cH:3][c:4]([N:11]2[CH2:12][CH2:13][N:14]([CH3:17])[CH2:15][CH2:16]2)[cH:5][cH:6][c:7]1[N+:8]([O-:9])=[O:10].[Fe:22].[O:23]1[CH2:24][CH2:25][CH2:26][CH2:27]1>>[Cl:1][c:2]1[cH:3][c:4]([N:11]2[CH2:12][CH2:13][N:14]([CH3:17])[CH2:15][CH2:16]2)[cH:5][cH:6][c:7]1[NH2:8].